From a dataset of the Open Reaction Database (ORD), a public repository of structured organic reaction records. describe an organic reaction: reactants, conditions, products, and yield Starting materials: C, CC(NCCc1ccc(OCC(=O)O)c(OCc2ccccc2)c1)C(O)c1ccc(O)cc1, CC(=O)O, [Pd]. Yields the product CC(NCCc1ccc(OCC(=O)O)c(O)c1)C(O)c1ccc(O)cc1. RXN SMILES: [C:38].[CH2:1]([c:2]1[cH:3][cH:4][cH:5][cH:6][cH:7]1)[O:8][c:9]1[c:10]([O:11][CH2:12][C:13](=[O:14])[OH:15])[cH:16][cH:17][c:18]([CH2:20][CH2:21][NH:22][CH:23]([CH:24]([c:25]2[cH:26][cH:27][c:28]([OH:31])[cH:29][cH:30]2)[OH:32])[CH3:33])[cH:19]1.[CH3:34][C:35](=[O:36])[OH:37].[Pd:39]>>[OH:8][c:9]1[c:10]([O:11][CH2:12][C:13](=[O:14])[OH:15])[cH:16][cH:17][c:18]([CH2:20][CH2:21][NH:22][CH:23]([CH:24]([c:25]2[cH:26][cH:27][c:28]([OH:31])[cH:29][cH:30]2)[OH:32])[CH3:33])[cH:19]1. Starting materials: COCCN=C(S)NC#N, CN(C)Cc1ccc(CSCCN)o1. The product is COCCN=C(NC#N)NCCSCc1ccc(CN(C)C)o1. Reaction SMILES: [C:15](#[N:16])[NH:17][C:18](=[N:19][CH2:20][CH2:21][O:22][CH3:23])[SH:24].[CH3:1][N:2]([CH3:3])[CH2:4][c:5]1[cH:6][cH:7][c:8]([CH2:10][S:11][CH2:12][CH2:13][NH2:14])[o:9]1>>[CH3:1][N:2]([CH3:3])[CH2:4][c:5]1[cH:6][cH:7][c:8]([CH2:10][S:11][CH2:12][CH2:13][NH:14][C:18]([NH:17][C:15]#[N:16])=[N:19][CH2:20][CH2:21][O:22][CH3:23])[o:9]1. Reported procedure: Racemic 1-(1-methanesulfonyl-azepan-3-yl)-3-[5-(2-trimethylsilanyl-ethoxymethyl)-5H-pyrrolo[2,3-b]pyrazin-2-yl]-urea was prepared in the same manner from racemic 1-azepan-3-yl-3-[5-(2-trimethylsilanyl-ethoxymethyl)-5H-pyrrolo[2,3-b]pyrazin-2-yl]-urea dihydrochloride and methanesulfonyl chloride. Starting materials: Cl.Cl.N1CC(CCCC1)NC(=O)NC=1N=C2C(=NC1)N(C=C2)COCC[Si](C)(C)C (racemic 1-azepan-3-yl-3-[5-(2-trimethylsilanyl-ethoxymethyl)-5H-pyrrolo[2,3-b]pyrazin-2-yl]-urea dihydrochloride), CS(=O)(=O)Cl (methanesulfonyl chloride). Yields the product CS(=O)(=O)N1CC(CCCC1)NC(=O)NC=1N=C2C(=NC1)N(C=C2)COCC[Si](C)(C)C (Racemic 1-(1-methanesulfonyl-azepan-3-yl)-3-[5-(2-trimethylsilanyl-ethoxymethyl)-5H-pyrrolo[2,3-b]pyrazin-2-yl]-urea). RXN SMILES: Cl.Cl.[NH:3]1[CH2:9][CH2:8][CH2:7][CH2:6][CH:5]([NH:10][C:11]([NH:13][C:14]2[N:15]=[C:16]3[CH:22]=[CH:21][N:20]([CH2:23][O:24][CH2:25][CH2:26][Si:27]([CH3:30])([CH3:29])[CH3:28])[C:17]3=[N:18][CH:19]=2)=[O:12])[CH2:4]1.[CH3:31][S:32](Cl)(=[O:34])=[O:33]>>[CH3:31][S:32]([N:3]1[CH2:9][CH2:8][CH2:7][CH2:6][CH:5]([NH:10][C:11]([NH:13][C:14]2[N:15]=[C:16]3[CH:22]=[CH:21][N:20]([CH2:23][O:24][CH2:25][CH2:26][Si:27]([CH3:30])([CH3:29])[CH3:28])[C:17]3=[N:18][CH:19]=2)=[O:12])[CH2:4]1)(=[O:34])=[O:33] |f:0.1.2|. Product: C1(CCCCC1)NC(=O)NCC1=NC(=C2N=CN(C2=N1)[C@H]1[C@@H]([C@@H]([C@H](O1)C(=O)NCC)O)O)NCC(C1=CC=CC=C1)C1=CC=CC=C1 ((2S,3S,4R,5R)-5-{2-({[(Cyclohexylamino)carbonyl]amino}methyl)-6-[(2,2-diphenylethyl)amino]-9H-purin-9-yl}-N-ethyl-3,4-dihydroxytetrahydro-2-furancarboxamide). RXN SMILES: [CH:1]1([N:7]=[C:8]=[O:9])[CH2:6][CH2:5][CH2:4][CH2:3][CH2:2]1.[NH2:10][CH2:11][C:12]1[N:20]=[C:19]2[C:15]([N:16]=[CH:17][N:18]2[C@@H:21]2[O:25][C@H:24]([C:26]([NH:28][CH2:29][CH3:30])=[O:27])[C@@H:23]([OH:31])[C@H:22]2[OH:32])=[C:14]([NH:33][CH2:34][CH:35]([C:42]2[CH:47]=[CH:46][CH:45]=[CH:44][CH:43]=2)[C:36]2[CH:41]=[CH:40][CH:39]=[CH:38][CH:37]=2)[N:13]=1>>[CH:1]1([NH:7][C:8]([NH:10][CH2:11][C:12]2[N:20]=[C:19]3[C:15]([N:16]=[CH:17][N:18]3[C@@H:21]3[O:25][C@H:24]([C:26]([NH:28][CH2:29][CH3:30])=[O:27])[C@@H:23]([OH:31])[C@H:22]3[OH:32])=[C:14]([NH:33][CH2:34][CH:35]([C:36]3[CH:41]=[CH:40][CH:39]=[CH:38][CH:37]=3)[C:42]3[CH:43]=[CH:44][CH:45]=[CH:46][CH:47]=3)[N:13]=2)=[O:9])[CH2:6][CH2:5][CH2:4][CH2:3][CH2:2]1. Starting materials: C1(CCCCC1)N=C=O (cyclohexylisocyanate), NCC1=NC(=C2N=CN(C2=N1)[C@H]1[C@@H]([C@@H]([C@H](O1)C(=O)NCC)O)O)NCC(C1=CC=CC=C1)C1=CC=CC=C1 ((2S,3S,4R,5R)-5-{2-(aminomethyl)-6-[(2,2-diphenylethyl)amino]-9H-purin-9-yl}-N-ethyl-3,4-dihydroxytetrahydro-2-furancarboxamide). Procedure details: The compound was prepared from cyclohexylisocyanate and (2S,3S,4R,5R)-5-{2-(aminomethyl)-6-[(2,2-diphenylethyl)amino]-9H-purin-9-yl}-N-ethyl-3,4-dihydroxytetrahydro-2-furancarboxamide (Preparation 11) according to the procedure used in Example 6.